From a dataset of the Open Reaction Database (ORD), a public repository of structured organic reaction records. describe an organic reaction: reactants, conditions, products, and yield Reactants: IC1=NN(C(=C1)C1C2CCC(C12)O)C(C)C ((±)-6-(3-iodo-1-isopropyl-1H-pyrazol-5-yl)bicyclo[3.1.0]hexan-2-ol), CC1(OB(OC1(C)C)C=1C=C(C(=NC1)N)C(F)(F)F)C (5-(4,4,5,5-tetramethyl-1,3,2-dioxaborolan-2-yl)-3-(trifluoromethyl)pyridin-2-amine), C([O-])([O-])=O.[Cs+].[Cs+] (cesium carbonate). Reagents/catalysts: [Pd](Cl)Cl.C1(=CC=CC=C1)P([C-]1C=CC=C1)C1=CC=CC=C1.[C-]1(C=CC=C1)P(C1=CC=CC=C1)C1=CC=CC=C1.[Fe+2] (1,1′-bis(diphenylphosphino)ferrocene-palladium(II) dichloride). The solvent is O1CCOCC1 (1,4-dioxane), O (water). Reaction conditions: temperature 110 celsius. Yields the product NC1=C(C=C(C=N1)C1=NN(C(=C1)C1C2CCC(C12)O)C(C)C)C(F)(F)F (6-(3-(6-amino-5-(trifluoromethyl)pyridin-3-yl)-1-isopropyl-1H-pyrazol-5-yl)bicyclo[3.1.0]hexan-2-ol). RXN SMILES: I[C:2]1[CH:6]=[C:5]([CH:7]2[CH:12]3[CH:8]2[CH2:9][CH2:10][CH:11]3[OH:13])[N:4]([CH:14]([CH3:16])[CH3:15])[N:3]=1.CC1(C)C(C)(C)OB([C:25]2[CH:26]=[C:27]([C:32]([F:35])([F:34])[F:33])[C:28]([NH2:31])=[N:29][CH:30]=2)O1.C(=O)([O-])[O-].[Cs+].[Cs+]>O1CCOCC1.O.[Pd](Cl)Cl.C1(P(C2C=CC=CC=2)[C-]2C=CC=C2)C=CC=CC=1.[C-]1(P(C2C=CC=CC=2)C2C=CC=CC=2)C=CC=C1.[Fe+2]>[NH2:31][C:28]1[N:29]=[CH:30][C:25]([C:2]2[CH:6]=[C:5]([CH:7]3[CH:12]4[CH:8]3[CH2:9][CH2:10][CH:11]4[OH:13])[N:4]([CH:14]([CH3:16])[CH3:15])[N:3]=2)=[CH:26][C:27]=1[C:32]([F:35])([F:33])[F:34] |f:2.3.4,7.8.9.10|. Reported procedure: A solution of (±)-6-(3-iodo-1-isopropyl-1H-pyrazol-5-yl)bicyclo[3.1.0]hexan-2-ol (30 mg, 90.3 μmol), 5-(4,4,5,5-tetramethyl-1,3,2-dioxaborolan-2-yl)-3-(trifluoromethyl)pyridin-2-amine (39 mg, 0.14 mmol), 1,1′-bis(diphenylphosphino)ferrocene-palladium(II) dichloride (6 mg, 0.009 mmol) and cesium carbonate (59 mg, 0.18 mmol) in 1,4-dioxane (0.5 mL) and water (0.1 mL) was purged with nitrogen. The reaction mixture was heated to 110° C. by microwave irradiation for 20 min. The mixture was concentrat... Yields the product C12(C(=O)CC(CC1)C2(C)C)CS(=O)(=O)O.N2=CN=C1NC=NC1=C2C=2C(=NC=CC2)NC=2C=1C=NNC1C=CC2 (N-(3-(9H-purin-6-yl)pyridin-2-yl)-1H-indazol-4-amine (+/−)-10-camphorsulfonate salt). The reactants are CC1(C2CCC1(C(=O)C2)CS(=O)(=O)O)C (CSA), N#N (N2), O1C(CCCC1)N1N=C2C=CC=C(C2=C1)NC1=NC=CC=C1C1=C2N=CN(C2=NC=N1)C1OCCCC1 (2-(tetrahydro-2H-pyran-2-yl)-N-(3-(9-(tetrahydro-2H-pyran-2-yl)-9H-purin-6-yl)pyridin-2-yl)-2H-indazol-4-amine), C12(C(=O)CC(CC1)C2(C)C)CS(=O)(=O)O ((+/−)-10-camphorsulfonic acid), CC1(C2CCC1(C(=O)C2)CS(=O)(=O)O)C (CSA). Run in C(Cl)Cl.CO (DCM MeOH). Yield: 174.5%. Run at temperature 40 celsius, time 16 hour. Reported procedure: A solution of 2-(tetrahydro-2H-pyran-2-yl)-N-(3-(9-(tetrahydro-2H-pyran-2-yl)-9H-purin-6-yl)pyridin-2-yl)-2H-indazol-4-amine (34.8 mg, 70 μmol) in DCM/MeOH (4 mL; 1:1) was treated with (+/−)-10-camphorsulfonic acid (8 mg, 0.5 equiv.) and the mixture stirred for 16 h. About 50% monodeprotection was observed in a clean reaction. An additional 20 mg of CSA was added (1.7 equiv. total). After 1 h, virtually complete monodeprotection observed and about 10% dideprotection. After 3 h, about 27% convers... As a reaction SMILES: O1CCCCC1[N:7]1[CH:15]=[C:14]2[C:9]([CH:10]=[CH:11][CH:12]=[C:13]2[NH:16][C:17]2[C:22]([C:23]3[N:31]=[CH:30][N:29]=[C:28]4[C:24]=3[N:25]=[CH:26][N:27]4C3CCCCO3)=[CH:21][CH:20]=[CH:19][N:18]=2)=[N:8]1.[C:38]12([CH2:48][S:49]([OH:52])(=[O:51])=[O:50])[C:45]([CH3:47])([CH3:46])[CH:42]([CH2:43][CH2:44]1)[CH2:41][C:39]2=[O:40].N#N>C(Cl)Cl.CO>[C:38]12([CH2:48][S:49]([OH:52])(=[O:50])=[O:51])[C:45]([CH3:47])([CH3:46])[CH:42]([CH2:43][CH2:44]1)[CH2:41][C:39]2=[O:40].[N:31]1[C:23]([C:22]2[C:17]([NH:16][C:13]3[C:14]4[CH:15]=[N:7][NH:8][C:9]=4[CH:10]=[CH:11][CH:12]=3)=[N:18][CH:19]=[CH:20][CH:21]=2)=[C:24]2[C:28]([NH:27][CH:26]=[N:25]2)=[N:29][CH:30]=1 |f:3.4,5.6|.